Dataset: the Open Reaction Database (ORD), a public repository of structured organic reaction records. Task: describe an organic reaction: reactants, conditions, products, and yield Reactants: NC=1C=C(C=CC1N1C(CCCC1)C)C1=NC(=NO1)C1=CC(=C(C(=O)OC)C=C1)F (methyl 4-{5-[3-amino-4-(2-methylpiperidin-1-yl)phenyl]-1,2,4-oxadiazol-3-yl}-2-fluorobenzoate), C(CC)S(=O)(=O)Cl (1-propanesulfonyl chloride). Run in CCOC(=O)C (EtOAc). Yields the product C(CC)S(=O)(=O)NC=1C=C(C=CC1N1C(CCCC1)C)C1=NC(=NO1)C1=CC(=C(C(=O)OC)C=C1)F (methyl 4-{5-[3-[(propylsulfonyl)amino]-4-(2-methylpiperidin-1-yl)phenyl]-1,2,4-oxadiazol-3-yl}-2-fluorobenzoate). RXN SMILES: [NH2:1][C:2]1[CH:3]=[C:4]([C:15]2[O:19][N:18]=[C:17]([C:20]3[CH:29]=[CH:28][C:23]([C:24]([O:26][CH3:27])=[O:25])=[C:22]([F:30])[CH:21]=3)[N:16]=2)[CH:5]=[CH:6][C:7]=1[N:8]1[CH2:13][CH2:12][CH2:11][CH2:10][CH:9]1[CH3:14].[CH2:31]([S:34](Cl)(=[O:36])=[O:35])[CH2:32][CH3:33]>CCOC(C)=O>[CH2:31]([S:34]([NH:1][C:2]1[CH:3]=[C:4]([C:15]2[O:19][N:18]=[C:17]([C:20]3[CH:29]=[CH:28][C:23]([C:24]([O:26][CH3:27])=[O:25])=[C:22]([F:30])[CH:21]=3)[N:16]=2)[CH:5]=[CH:6][C:7]=1[N:8]1[CH2:13][CH2:12][CH2:11][CH2:10][CH:9]1[CH3:14])(=[O:36])=[O:35])[CH2:32][CH3:33]. Reported procedure: The title compound was obtained following procedure and work up described for example 67, step 1, but starting from methyl 4-{5-[3-amino-4-(2-methylpiperidin-1-yl)phenyl]-1,2,4-oxadiazol-3-yl}-2-fluorobenzoate, prepared as in example 67, Steps 1 and 2, (200 mg; 0.49 mmol) and 1-propanesulfonyl chloride (280 mg; 2 mmol). The title compound was obtained as a yellow powder after column chromatography (EtOAc:cHex from 10:90 to 100:0). LC/MS (Method B): 517.4 (M+H)+. HPLC (Method A) Rt. 6.37 min (pur... Starting materials: FC1=C(N[C@@H](C(=O)O)C)C=CC(=C1F)F ((2R)-2-(2,3,4-trifluoroanilino)propionic acid), C(C)O (ethanol), Cl (hydrochloric acid). Yields the product FC1=C(N[C@@H](C(=O)OCC)C)C=CC(=C1F)F (Ethyl (2R)-2-(2,3,4-trifluoroanilino)propionate). RXN SMILES: [F:1][C:2]1[C:13]([F:14])=[C:12]([F:15])[CH:11]=[CH:10][C:3]=1[NH:4][C@H:5]([CH3:9])[C:6]([OH:8])=[O:7].Cl.[CH2:17](O)[CH3:18]>>[F:1][C:2]1[C:13]([F:14])=[C:12]([F:15])[CH:11]=[CH:10][C:3]=1[NH:4][C@H:5]([CH3:9])[C:6]([O:8][CH2:17][CH3:18])=[O:7]. Reported procedure: (2R)-2-(2,3,4-trifluoroanilino)propionic acid (219 mg; 99% ee) was dissolved in ethanol (2 ml) and hydrochloric acid (5 mol/l; 0.2 ml) was added thereto at room temperature. The liquid reaction mixture was heated under reflux for 6 hours and then the solvent was evaporated. To the obtained residue was added chloroform (10 ml). Next, the organic layer was washed with a saturated aqueous solution of sodium chloride and water and dried over anhydrous magnesium sulfate. After evaporating the solvent... Reactants: C(C1=CC=CC=C1)OC=1C=CC(=NC1C)CN1N=C(C2=C(C=CC=C12)[N+](=O)[O-])Br (1-((5-(benzyloxy)-6-methylpyridin-2-yl)methyl)-3-bromo-4-nitro-1H-indazole), C1(CC1)B(O)O (cyclopropylboronic acid), C(=O)([O-])[O-].[K+].[K+] (K2CO3), C1(CCCCC1)P(C1=C(C=CC=C1)C1=C(C(=CC=C1OC)S(=O)(=O)[O-])OC)C1CCCCC1.[Na+] (sodium 2′-(dicyclohexylphosphino)-2,6-dimethoxybiphenyl-3-sulfonate). Reagents/catalysts: C(C)(=O)O[Pd]OC(C)=O (diacetoxypalladium). Solvent: O1CCOCC1.O (1,4-dioxane H2O). Run at temperature 0 celsius, time 20 minute. Yields the product C(C1=CC=CC=C1)OC=1C=CC(=NC1C)CN1N=C(C2=C(C=CC=C12)[N+](=O)[O-])C1CC1 (1-((5-(benzyloxy)-6-methylpyridin-2-yl)methyl)-3-cyclopropyl-4-nitro-1H-indazole). Reaction SMILES: [CH2:1]([O:8][C:9]1[CH:10]=[CH:11][C:12]([CH2:16][N:17]2[C:25]3[C:20](=[C:21]([N+:26]([O-:28])=[O:27])[CH:22]=[CH:23][CH:24]=3)[C:19](Br)=[N:18]2)=[N:13][C:14]=1[CH3:15])[C:2]1[CH:7]=[CH:6][CH:5]=[CH:4][CH:3]=1.[CH:30]1(B(O)O)[CH2:32][CH2:31]1.C([O-])([O-])=O.[K+].[K+].C1(P(C2CCCCC2)C2C=CC=CC=2C2C(OC)=CC=C(S([O-])(=O)=O)C=2OC)CCCCC1.[Na+]>C(O[Pd]OC(=O)C)(=O)C.O1CCOCC1.O>[CH2:1]([O:8][C:9]1[CH:10]=[CH:11][C:12]([CH2:16][N:17]2[C:25]3[C:20](=[C:21]([N+:26]([O-:28])=[O:27])[CH:22]=[CH:23][CH:24]=3)[C:19]([CH:30]3[CH2:32][CH2:31]3)=[N:18]2)=[N:13][C:14]=1[CH3:15])[C:2]1[CH:7]=[CH:6][CH:5]=[CH:4][CH:3]=1 |f:2.3.4,5.6,8.9|. Procedure details: A first flask was charged with 1,4-dioxane/H2O (50 mL/10 mL). The flask was cooled to 0° C. and vacuum was applied for 20 minutes. A second flask was charged with 1-((5-(benzyloxy)-6-methylpyridin-2-yl)methyl)-3-bromo-4-nitro-1H-indazole (6.07 g, 13.4 mmol), cyclopropylboronic acid (4.60 g, 53.6 mmol), diacetoxypalladium (0.150 g, 0.670 mmol), K2CO3 (5.55 g, 40.2 mmol) and sodium 2′-(dicyclohexylphosphino)-2,6-dimethoxybiphenyl-3-sulfonate (0.686 g, 1.34 mmol). The second flask was also evacuate... The reactants are C(C)(=O)OC1OC(CC1)COS(=O)(=O)C1=CC=C(C=C1)C ((±)-2-acetoxy-5-(p-toluenesulfonyloxymethyl)-tetrahydrofuran), P(OCC)(OCC)OCC (triethyl phosphite), C(=O)(O)[O-].[Na+] (NaHCO3). Reagents/catalysts: [Ti](Cl)(Cl)(Cl)Cl (titanium (IV) chloride). The solvent is C(Cl)Cl (methylene chloride). Conditions: temperature -35 celsius, time 30 minute. The product is C(C)OP(=O)(C1OC(CC1)COS(=O)(=O)C1=CC=C(C=C1)C)OCC ((±)-2-diethoxyphosphinoyl-5-(p-toluenesulfonyloxymethyl)-tetrahydrofuran). Reaction SMILES: C(O[CH:5]1[CH2:9][CH2:8][CH:7]([CH2:10][O:11][S:12]([C:15]2[CH:20]=[CH:19][C:18]([CH3:21])=[CH:17][CH:16]=2)(=[O:14])=[O:13])[O:6]1)(=O)C.[P:22]([O:29]CC)([O:26][CH2:27][CH3:28])[O:23][CH2:24][CH3:25].C([O-])(O)=O.[Na+]>C(Cl)Cl.[Ti](Cl)(Cl)(Cl)Cl>[CH2:24]([O:23][P:22]([O:26][CH2:27][CH3:28])([CH:5]1[CH2:9][CH2:8][CH:7]([CH2:10][O:11][S:12]([C:15]2[CH:16]=[CH:17][C:18]([CH3:21])=[CH:19][CH:20]=2)(=[O:13])=[O:14])[O:6]1)=[O:29])[CH3:25] |f:2.3|. Reported procedure: To a stirring solution of (±)-2-acetoxy-5-(p-toluenesulfonoxymethyl)-tetrahydrofuran (example 59) (1.63 g, 5.19 mmol) and triethyl phosphite (1.16 mL, 6.75 mmol) in methylene chloride (75 mL) at -35° C. was added titanium (IV) chloride (0.57 mL, 5.19 mmol) dropwise. The yellow solution was then stirred at -35° C. for 30 min and then at 0° C. for 30 min. Saturated NaHCO3 (75 mL) was then added to the reaction mixture and the suspension was then filtered through a CELITE diatomaceous earth. The mi... Starting materials: BrCBr, C1CCOC1, BrCBr, CCOC(C)=O, [Cl-], [Cl-], [Cl-], [Cl-], ClCCl, [Ti+4], [Zn+2], [Zn], COC(=O)CCCC=CCC1C(OC2CCCCO2)CC(=O)C1C=CC(O[Si](c1ccccc1)(c1ccccc1)C(C)(C)C)c1cc2ccccc2s1. Product: C=C1CC(OC2CCCCO2)C(CC=CCCCC(=O)OC)C1C=CC(O[Si](c1ccccc1)(c1ccccc1)C(C)(C)C)c1cc2ccccc2s1. Reaction SMILES: [CH2:54]([Br:55])[Br:56].[CH2:60]1[O:61][CH2:62][CH2:63][CH2:64]1.[CH2:76]([Br:77])[Br:78].[CH3:65][CH2:66][O:67][C:68](=[O:69])[CH3:70].[Cl-:71].[Cl-:72].[Cl-:73].[Cl-:74].[Cl:57][CH2:58][Cl:59].[Ti+4:75].[Zn+2:79].[Zn:80].[s:1]1[c:2]2[c:3]([cH:4][c:5]1[CH:6]([CH:7]=[CH:8][CH:9]1[CH:10]([CH2:22][CH:23]=[CH:24][CH2:25][CH2:26][CH2:27][C:28](=[O:29])[O:30][CH3:31])[CH:11]([O:15][CH:16]3[O:17][CH2:18][CH2:19][CH2:20][CH2:21]3)[CH2:12][C:13]1=[O:14])[O:32][Si:33]([c:34]1[cH:35][cH:36][cH:37][cH:38][cH:39]1)([c:40]1[cH:41][cH:42][cH:43][cH:44][cH:45]1)[C:46]([CH3:47])([CH3:48])[CH3:49])[cH:50][cH:51][cH:52][cH:53]2>>[s:1]1[c:2]2[c:3]([cH:4][c:5]1[CH:6]([CH:7]=[CH:8][CH:9]1[CH:10]([CH2:22][CH:23]=[CH:24][CH2:25][CH2:26][CH2:27][C:28](=[O:29])[O:30][CH3:31])[CH:11]([O:15][CH:16]3[O:17][CH2:18][CH2:19][CH2:20][CH2:21]3)[CH2:12][C:13]1=[CH2:54])[O:32][Si:33]([c:34]1[cH:35][cH:36][cH:37][cH:38][cH:39]1)([c:40]1[cH:41][cH:42][cH:43][cH:44][cH:45]1)[C:46]([CH3:47])([CH3:48])[CH3:49])[cH:50][cH:51][cH:52][cH:53]2. The reactants are ClCC1=CC=CC2=CC=CC=C12 (1-(chloromethyl)naphthalene), N1CCNCC1 (piperazine). The solvent is C1CCOC1 (THF). The product is C1(=CC=CC2=CC=CC=C12)CN1CCNCC1 (1-(naphthalen-1-ylmethyl)piperazine). Reaction SMILES: Cl[CH2:2][C:3]1[C:12]2[C:7](=[CH:8][CH:9]=[CH:10][CH:11]=2)[CH:6]=[CH:5][CH:4]=1.[NH:13]1[CH2:18][CH2:17][NH:16][CH2:15][CH2:14]1>C1COCC1>[C:3]1([CH2:2][N:13]2[CH2:18][CH2:17][NH:16][CH2:15][CH2:14]2)[C:12]2[C:7](=[CH:8][CH:9]=[CH:10][CH:11]=2)[CH:6]=[CH:5][CH:4]=1. Procedure details: Synthesized according to General Procedure A: 1-(chloromethyl)naphthalene (4{24}, 5 mL, 33.4 mmol, 1 equiv.), piperazine (17.3 g, 200.6 mmol, 6 equiv.), THF (73.0 mL). Purification with flash column chromatography on silica gel (4:1 EtOAc:MeOH) afforded 5{24} (6.58 g, 87%) as a beige solid. 1H-NMR (500 MHz, CDCl3): δ 8.32 (d, 1H, J=8.0 Hz), 7.85 (d, 1H, J=8.0 Hz), 7.78 (d, 1H, J=8.0 Hz), 7.54-7.47 (m, 2H), 7.44-7.39 (m, 2H), 3.89 (s, 2H), 2.87 (t, 4H, J=5.0 Hz), 2.48 (br s, 4H), 1.68 (br s, 1H).... Reactants: N=1C=CN2C1C=CC=C2SCCCCN2C(SCC2=O)=O (3-[4-(imidazo[1,2-a]pyridin-5-ylthio)butyl]thiazolidine-2,4-dione), C1(=CC=CC=C1)CCCCC=O (5-phenylpentanal), N1CCCCC1 (piperidine). Solvent: C(C)O (ethanol). The product is C1(=CC=CC=C1)CCCCC=C1C(N(C(S1)=O)CCCCSC1=CC=CC=2N1C=CN2)=O (5-(5-phenylpentylidene)-3-[4-(imidazo[1,2-a]pyridin-5-ylthio)butyl]thiazolidine-2,4-dione). RXN SMILES: [N:1]1[CH:2]=[CH:3][N:4]2[C:9]([S:10][CH2:11][CH2:12][CH2:13][CH2:14][N:15]3[C:19](=[O:20])[CH2:18][S:17][C:16]3=[O:21])=[CH:8][CH:7]=[CH:6][C:5]=12.[C:22]1([CH2:28][CH2:29][CH2:30][CH2:31][CH:32]=O)[CH:27]=[CH:26][CH:25]=[CH:24][CH:23]=1.N1CCCCC1>C(O)C>[C:22]1([CH2:28][CH2:29][CH2:30][CH2:31][CH:32]=[C:18]2[S:17][C:16](=[O:21])[N:15]([CH2:14][CH2:13][CH2:12][CH2:11][S:10][C:9]3[N:4]4[CH:3]=[CH:2][N:1]=[C:5]4[CH:6]=[CH:7][CH:8]=3)[C:19]2=[O:20])[CH:27]=[CH:26][CH:25]=[CH:24][CH:23]=1. Procedure: To a solution of 1.61 g (5.0 mmol) of 3-[4-(imidazo[1,2-a]pyridin-5-ylthio)butyl]thiazolidine-2,4-dione and 4.2 g (10 mmol) of 5-phenylpentanal in 20 ml of ethanol, 0.05 ml (0.5 mmol) of piperidine was added, followed by refluxing for 2.5 hours. After the reaction mixture was cooled, the solvent was distilled off. The residue was dissolved in chloroform, washed with water and dried, after which the solvent was distilled off. The residue was purified by column chromatography (eluent, n-hexane/eth... The reactants are COC1=C(OCC(C(=O)O)(C)C)C(=CC=C1OC)C1=C2CCC(C2=CC=C1)=O (3-[2,3-Dimethoxy-6-(1-oxo-indan-4-yl)-phenoxy]-2,2-dimethyl-propionic acid), COC1=C(OCC(C(=O)O)(C)C)C(=CC=C1OC)C1=C2CCC(C2=CC=C1)=O (3-[2,3-Dimethoxy-6-(1-oxo-indan-4-yl)-phenoxy]-2,2-dimethyl-propionic acid), C1(CC1)N (cyclopropylamine), COC1=C(OCC(C(=O)NC)(C)C)C(=CC=C1OC)C1=C2CCC(C2=CC=C1)=O (3-[2,3-Dimethoxy-6-(1-oxo-indan-4-yl)-phenoxy]-2,2,N-trimethyl-propionamide). Yields the product C1(CC1)NC(C(COC1=C(C(=CC=C1C1=C2CCC(C2=CC=C1)=O)OC)OC)(C)C)=O (N-Cyclopropyl-3-[2,3-dimethoxy-6-(1-oxo-indan-4-yl)-phenoxy]-2,2-dimethyl-propionamide). RXN SMILES: [CH3:1][O:2][C:3]1[C:16]([O:17][CH3:18])=[CH:15][CH:14]=[C:13]([C:19]2[CH:27]=[CH:26][CH:25]=[C:24]3[C:20]=2[CH2:21][CH2:22][C:23]3=[O:28])[C:4]=1[O:5][CH2:6][C:7]([CH3:12])([CH3:11])[C:8](O)=[O:9].[CH:29]1([NH2:32])[CH2:31][CH2:30]1.COC1C(OC)=CC=C(C2C=CC=C3C=2CCC3=O)C=1OCC(C)(C)C(NC)=O>>[CH:29]1([NH:32][C:8](=[O:9])[C:7]([CH3:11])([CH3:12])[CH2:6][O:5][C:4]2[C:13]([C:19]3[CH:27]=[CH:26][CH:25]=[C:24]4[C:20]=3[CH2:21][CH2:22][C:23]4=[O:28])=[CH:14][CH:15]=[C:16]([O:17][CH3:18])[C:3]=2[O:2][CH3:1])[CH2:31][CH2:30]1. Reported procedure: From 3-[2,3-Dimethoxy-6-(1-oxo-indan-4-yl)-phenoxy]-2,2-dimethyl-propionic acid (Compound 199) and cyclopropylamine following the procedure for the preparation of Compound 200. Purification by column chromatography (silica gel, 0-50% ethyl acetate in pet ether) afforded the title compound as a solid.